Dataset: the Open Reaction Database (ORD), a public repository of structured organic reaction records. Task: describe an organic reaction: reactants, conditions, products, and yield The reactants are O=C1C=CC(=O)O1, C=C, CC(C)=O, O. The product is O=C(O)C=CC(=O)O, C=C. As a reaction SMILES: [C:1]1(=[O:7])[CH:2]=[CH:3][C:4](=[O:5])[O:6]1.[CH2:8]=[CH2:9].[CH3:11][C:12](=[O:13])[CH3:14].[OH2:10]>>[C:1]([CH:2]=[CH:3][C:4](=[O:5])[OH:10])([OH:6])=[O:7].[CH2:8]=[CH2:9].